Dataset: the Open Reaction Database (ORD), a public repository of structured organic reaction records. Task: describe an organic reaction: reactants, conditions, products, and yield Reactants: [NH4+].[OH-] (NH4OH), FC(C(C(=O)O)(C)C)(F)F (3,3,3-trifluoro-2,2-dimethylpropionic acid), C(C(=O)Cl)(=O)Cl (oxalyl chloride). The reagents and catalysts are CN(C)C=O (DMF). Solvent: C1CCOC1 (THF), C(Cl)Cl (DCM). Conditions: time 1 hour. Yields the product FC(C(C(=O)N)(C)C)(F)F (3,3,3-trifluoro-2,2-dimethylpropanamide). The yield is 74.5%. Reaction SMILES: [F:1][C:2]([F:10])([F:9])[C:3]([CH3:8])([CH3:7])[C:4](O)=[O:5].C(Cl)(=O)C(Cl)=O.[NH4+:17].[OH-]>C(Cl)Cl.CN(C=O)C.C1COCC1>[F:1][C:2]([F:10])([F:9])[C:3]([CH3:8])([CH3:7])[C:4]([NH2:17])=[O:5] |f:2.3|. Procedure: A solution of 3,3,3-trifluoro-2,2-dimethylpropionic acid (0.5 g, 3.20 mmol) in DCM (5 mL) was treated with oxalyl chloride (0.350 mL, 4.00 mmol) and 1 drop of DMF, stirred at RT for 1 h, added drop-wise to a solution of NH4OH (˜15M, 5 mL, ˜75 mmol) in THF (5 mL) and stirred at RT overnight. Solids were removed via filtration through diatomaceous earth, rinsed well with 4:1 DCM/THF, the filtrate saturated with solid NaCl, extracted with 4:1 DCM/THF (3×) and the combined organics were dried over N... Starting materials: S(=O)(Cl)Cl (thionyl chloride), COC1=C(C=CC(=C1)CNCCCNCCCCNCCCN)O.ClC1=NC(=CC(=N1)NC(CCCCCCO)CC)CC (dl-5 chloro-6-ethyl-4-(1-ethyl-7-hydroxyheptyl)aminopyrimidine), C([O-])([O-])=O.[Na+].[Na+] (sodium carbonate). Run in N1=CC=CC=C1 (pyridine). Yields the product COC1=C(C=CC(=C1)CNCCCNCCCCNCCCN)O.ClC1=NC(=CC(=N1)NC(CCCCCCCl)CC)CC (dl-5 chloro-6-ethyl-4-(1-ethyl-7-chloroheptyl)aminopyrimidine). Isolated yield 59.4%. RXN SMILES: [CH3:1][O:2][C:3]1[CH:8]=[C:7]([CH2:9][NH:10][CH2:11][CH2:12][CH2:13][NH:14][CH2:15][CH2:16][CH2:17][CH2:18][NH:19][CH2:20][CH2:21][CH2:22][NH2:23])[CH:6]=[CH:5][C:4]=1[OH:24].[Cl:25][C:26]1[N:31]=[C:30]([NH:32][CH:33]([CH2:41][CH3:42])[CH2:34][CH2:35][CH2:36][CH2:37][CH2:38][CH2:39]O)[CH:29]=[C:28]([CH2:43][CH3:44])[N:27]=1.S(Cl)([Cl:47])=O.C(=O)([O-])[O-].[Na+].[Na+]>N1C=CC=CC=1>[CH3:1][O:2][C:3]1[CH:8]=[C:7]([CH2:9][NH:10][CH2:11][CH2:12][CH2:13][NH:14][CH2:15][CH2:16][CH2:17][CH2:18][NH:19][CH2:20][CH2:21][CH2:22][NH2:23])[CH:6]=[CH:5][C:4]=1[OH:24].[Cl:25][C:26]1[N:31]=[C:30]([NH:32][CH:33]([CH2:41][CH3:42])[CH2:34][CH2:35][CH2:36][CH2:37][CH2:38][CH2:39][Cl:47])[CH:29]=[C:28]([CH2:43][CH3:44])[N:27]=1 |f:0.1,3.4.5,7.8|. Procedure details: To a mixture of 0.9 g of dl-5-chloro-6-ethyl-4-(1-ethyl-7-hydroxyheptyl)aminopyrimidine and 0.28 g of pyridine was gradually added dropwise 0.42 g of thionyl chloride under cooling to -10° to -5° C. After dropwise addition, the mixture was heated at 60° to 70° C. for one hour and allowed to stand for cooling. The reaction mixture was neutralized with an aqueous sodium carbonate solution and extracted with ethyl acetate. The organic layer was dried over anhydrous sodium sulfate, and the solvent w... Reactants: [H-].[Na+] (sodium hydride), O1CCCC1 (tetrahydrofuran), SC=1SC=CC1 (2-mercaptothiophene), OCCCSC1=C(SC=2N(C(N(C(C21)=O)C)=O)CC(C)C)CC=2C=NC=CC2 (5-[(3-Hydroxypropyl)thio]-3-methyl-1-(2-methylpropyl)-6-[1-(pyridin-3-yl)methyl]thieno[2,3-d]pyrimidine-2,4(1H,3H)-dione). Run at time 18 hour. The product is CN1C(N(C2=C(C1=O)C(=C(S2)C(=O)C=2C=NC=CC2)SC=2SC=CC2)CC(C)C)=O (3-Methyl-1-(2-methylpropyl)-6-[(pyridin-3-yl)carbonyl]-5-[(2-thienyl)thio]thieno[2,3-d]pyrimidine-2,4(1H,3H)-dione). Reaction SMILES: [H-].[Na+].[SH:3][C:4]1[S:5][CH:6]=[CH:7][CH:8]=1.OCCCS[C:14]1[C:22]2[C:21](=[O:23])[N:20]([CH3:24])[C:19](=[O:25])[N:18]([CH2:26][CH:27]([CH3:29])[CH3:28])[C:17]=2[S:16][C:15]=1[CH2:30][C:31]1[CH:32]=[N:33][CH:34]=[CH:35][CH:36]=1.[O:37]1CCCC1>>[CH3:24][N:20]1[C:21](=[O:23])[C:22]2[C:14]([S:3][C:4]3[S:5][CH:6]=[CH:7][CH:8]=3)=[C:15]([C:30]([C:31]3[CH:32]=[N:33][CH:34]=[CH:35][CH:36]=3)=[O:37])[S:16][C:17]=2[N:18]([CH2:26][CH:27]([CH3:29])[CH3:28])[C:19]1=[O:25] |f:0.1|. Reported procedure: Prepared according to the method described in Example 38 from sodium hydride (0.068 g), 2-mercaptothiophene (0.15 ml), dry tetrahydrofuran (60 ml) and 5-bromo-3-methyl-1-(2-methylpropyl)-6-[(pyridin-3-yl)carbonyl]thieno[2,3-d]pyrimidine-2,4(1H,3H)-dione (0.60 g, Example 39) with stirring at room temperature for 18 hours. After work up, the residue was purified by column chromatography over silica eluting with ethyl acetate:isohexane (1:1) to give the title compound as a yellow solid (0.46 g). Starting materials: CCO, O, C=CCN1CCn2c(c(O)c(=O)n(C(C)C)c2=O)C1=O, Cl[Rh](Cl)Cl. Yields the product CC=CN1CCn2c(c(O)c(=O)n(C(C)C)c2=O)C1=O. As a reaction SMILES: [CH3:21][CH2:22][OH:23].[OH2:24].[OH:1][c:2]1[c:3]2[n:4]([c:5](=[O:12])[n:6]([CH:9]([CH3:10])[CH3:11])[c:7]1=[O:8])[CH2:13][CH2:14][N:15]([CH2:18][CH:19]=[CH2:20])[C:16]2=[O:17].[Rh:25]([Cl:26])([Cl:27])[Cl:28]>>[OH:1][c:2]1[c:3]2[n:4]([c:5](=[O:12])[n:6]([CH:9]([CH3:10])[CH3:11])[c:7]1=[O:8])[CH2:13][CH2:14][N:15]([CH:18]=[CH:19][CH3:20])[C:16]2=[O:17]. Starting materials: three, BrC1=CC=CC=C1 (bromobenzene), BrC1=CC=C(C=C1)Br (1,4-dibromobenzene), CC(C#N)(C)O[Si](C)(C)C (2-methyl-2-trimethylsilanyloxy-propionitrile), Grignard reagent, C([O-])(O)=O.[Na+] (sodium bicarbonate), Cl (HCl), [Mg] (magnesium). Reagents/catalysts: BrCCBr (1,2-dibromoethane). Run in C1CCOC1 (THF), C1CCOC1 (THF), C1CCOC1 (THF). Yields the product BrC1=CC=C(C=C1)C(C(C)(C)O)=O (1-(4-Bromophenyl)-2-hydroxy-2-methyl-propan-1-one). As a reaction SMILES: [Mg].Br[C:3]1[CH:8]=[CH:7][C:6]([Br:9])=[CH:5][CH:4]=1.BrC1C=CC=CC=1.[CH3:17][C:18]([O:22][Si](C)(C)C)([CH3:21])[C:19]#N.Cl.C(=O)(O)[O-:29].[Na+]>BrCCBr.C1COCC1>[Br:9][C:6]1[CH:7]=[CH:8][C:3]([C:19](=[O:29])[C:18]([OH:22])([CH3:17])[CH3:21])=[CH:4][CH:5]=1 |f:5.6|. Procedure details: In a dry 250 ml three necked flask was placed magnesium turnings (2.46 g, 101.2 mmol), 5 ml dry THF and two drops of 1,2-dibromoethane, stirred under N2 at room temperature. Subsequently 1,4-dibromobenzene (19.8 g, 84 mmol) in 15 ml dry THF was added dropwise over 30 min. An ice water bath was occasionally used to moderate the reaction. After addition was complete the reaction was stirred for 2 hrs to complete conversion of bromobenzene. A solution of 2-methyl-2-trimethylsilanyloxy-propionitrile... Starting materials: C(C)(=O)C1=CC=C(OCCCCN2C(C3=CC=CC=C3C2=O)=O)C=C1 (2-[4-(4-Acetylphenoxy)butyl]-1H-isoindole-1,3(2H)-dione), COC(N(C)C)OC (dimethylformamide dimethylacetal). The solvent is O1CCOCC1 (dioxane). Yields the product CN(/C=C/C(=O)C1=CC=C(OCCCCN2C(C3=CC=CC=C3C2=O)=O)C=C1)C ((E)-2-[4-[4-[3-(dimethylamino)-1-oxo-2-propenyl]phenoxy]butyl]-1H-isoindole-1,3(2H)-dione). Reaction SMILES: [C:1]([C:4]1[CH:25]=[CH:24][C:7]([O:8][CH2:9][CH2:10][CH2:11][CH2:12][N:13]2[C:21](=[O:22])[C:20]3[C:15](=[CH:16][CH:17]=[CH:18][CH:19]=3)[C:14]2=[O:23])=[CH:6][CH:5]=1)(=[O:3])[CH3:2].CO[CH:28](OC)[N:29]([CH3:31])[CH3:30]>O1CCOCC1>[CH3:28][N:29]([CH3:31])/[CH:30]=[CH:2]/[C:1]([C:4]1[CH:25]=[CH:24][C:7]([O:8][CH2:9][CH2:10][CH2:11][CH2:12][N:13]2[C:14](=[O:23])[C:15]3[C:20](=[CH:19][CH:18]=[CH:17][CH:16]=3)[C:21]2=[O:22])=[CH:6][CH:5]=1)=[O:3]. Procedure: A solution of 25 g of 2-[4-(4-acetylphenoxy)butyl]-1H-isoindole-1,3(2H)-dione (Example 42) and 25 ml of dimethylformamide dimethylacetal in 50 ml of dioxane is heated in the steam bath for 16 hours. The volatile components are removed in vacuo, a tacky reddish-brown solid being obtained. A portion is recrystallized from dichloromethane/hexane; m.p. 109°-111° C. Starting materials: N1(CCC1)S(=O)(=O)NC(C1=C(C=C(C(=C1)Cl)OCC1(CCCC1)C(F)(F)F)F)=O (N-(azetidin-1-ylsulfonyl)-5-chloro-2-fluoro-4-((1-(trifluoromethyl)-cyclopentyl)methoxy)benzamide), N1(CCC1)S(=O)(=O)NC(C1=C(C=C(C(=C1)Cl)OCC1CCC2(CCC2)CC1)F)=O (N-(azetidin-1-ylsulfonyl)-5-chloro-2-fluoro-4-(spiro[3.5]nonan-7-ylmethoxy)benzamide). The product is N1(CCC1)S(=O)(=O)NC(C1=C(C=C(C(=C1)C1CC1)OCC1CCC2(CCC2)CC1)F)=O (N-(azetidin-1-ylsulfonyl)-5-cyclopropyl-2-fluoro-4-(spiro[3.5]nonan-7-ylmethoxy)benzamide). RXN SMILES: N1(S(N[C:9](=O)[C:10]2[CH:15]=C(Cl)C(OCC3(C(F)(F)F)CCCC3)=CC=2F)(=O)=O)CCC1.[N:30]1([S:34]([NH:37][C:38](=[O:58])[C:39]2[CH:44]=[C:43](Cl)[C:42]([O:46][CH2:47][CH:48]3[CH2:56][CH2:55][C:51]4([CH2:54][CH2:53][CH2:52]4)[CH2:50][CH2:49]3)=[CH:41][C:40]=2[F:57])(=[O:36])=[O:35])[CH2:33][CH2:32][CH2:31]1>>[N:30]1([S:34]([NH:37][C:38](=[O:58])[C:39]2[CH:44]=[C:43]([CH:15]3[CH2:10][CH2:9]3)[C:42]([O:46][CH2:47][CH:48]3[CH2:56][CH2:55][C:51]4([CH2:54][CH2:53][CH2:52]4)[CH2:50][CH2:49]3)=[CH:41][C:40]=2[F:57])(=[O:36])=[O:35])[CH2:33][CH2:32][CH2:31]1. Procedure: Following the procedure as described in Example 165 and making variations as required to replace N-(azetidin-1-ylsulfonyl)-5-chloro-2-fluoro-4-((1-(trifluoromethyl)-cyclopentyl)methoxy)benzamide with N-(azetidin-1-ylsulfonyl)-5-chloro-2-fluoro-4-(spiro[3.5]nonan-7-ylmethoxy)benzamide, the title compound was obtained (0.06 g 19%) as a colorless solid: 1H NMR (300 MHz, CDCl3) δ 8.66 (d, J=16.2 Hz, 1H), 7.59 (d, J=9.1 Hz, 1H), 6.56 (d, J=14.5 Hz, 1H), 4.24 (t, J=7.7 Hz, 4H), 3.81 (d, J=6.1 Hz, 2H),... The reactants are COC1=NC=C(C(=N1)OC)N1N=C(C(=C1C(C)C)I)C(=O)OCC (ethyl 1-(2,4-dimethoxypyrimidin-5-yl)-4-iodo-5-isopropyl-1H-pyrazole-3-carboxylate), product, ClC1=CC(=C(C=O)C=C1)F (4-chloro-2-fluorobenzaldehyde). Run in C1CCOC1 (THF), C1CCOC1 (THF). Run at temperature -78 celsius, time 15 minute. Yields the product ClC1=CC(=C(C=C1)C(C=1C(=NN(C1C(C)C)C=1C(=NC(=NC1)OC)OC)C(=O)OCC)O)F (Ethyl 4-((4-chloro-2-fluorophenyl)(hydroxy)methyl)-1-(2,4-dimethoxypyrimidin-5-yl)-5-isopropyl-1H-pyrazole-3-carboxylate). The yield is 74.5%. As a reaction SMILES: [CH3:1][O:2][C:3]1[N:8]=[C:7]([O:9][CH3:10])[C:6]([N:11]2[C:15]([CH:16]([CH3:18])[CH3:17])=[C:14](I)[C:13]([C:20]([O:22][CH2:23][CH3:24])=[O:21])=[N:12]2)=[CH:5][N:4]=1.[Cl:25][C:26]1[CH:33]=[CH:32][C:29]([CH:30]=[O:31])=[C:28]([F:34])[CH:27]=1>C1COCC1>[Cl:25][C:26]1[CH:33]=[CH:32][C:29]([CH:30]([OH:31])[C:14]2[C:13]([C:20]([O:22][CH2:23][CH3:24])=[O:21])=[N:12][N:11]([C:6]3[C:7]([O:9][CH3:10])=[N:8][C:3]([O:2][CH3:1])=[N:4][CH:5]=3)[C:15]=2[CH:16]([CH3:18])[CH3:17])=[C:28]([F:34])[CH:27]=1. Procedure: To a solution of ethyl 1-(2,4-dimethoxypyrimidin-5-yl)-4-iodo-5-isopropyl-1H-pyrazole-3-carboxylate (product from step 184.4, 1.15 g, 2.55 mmol) in 14 ml THF, a solution of 1M isopropylmagnesium chloride lithium chloride complex (2.68 ml, 2.68 mmol) was added at 0° C. and the mixture was stirred for 15 min. Then the solution was cooled down to −78° C. and a solution of 4-chloro-2-fluorobenzaldehyde (405 mg, 2.55 mmol) in 3 ml THF was added. The reaction mixture was stirred for 30 min at temperat... Starting materials: BrCc1ccccc1, CCc1c(C(=O)O)ccc(O)c1C, CC(C)=O, [K+], [K+], O=C([O-])[O-]. Product: CCc1c(C(=O)O)ccc(OCc2ccccc2)c1C. Reaction SMILES: [Br:14][CH2:15][c:16]1[cH:17][cH:18][cH:19][cH:20][cH:21]1.[CH2:1]([CH3:2])[c:3]1[c:4]([C:5](=[O:6])[OH:7])[cH:8][cH:9][c:10]([OH:13])[c:11]1[CH3:12].[CH3:28][C:29](=[O:30])[CH3:31].[K+:22].[K+:23].[O-:24][C:25]([O-:26])=[O:27]>>[CH2:1]([CH3:2])[c:3]1[c:4]([C:5](=[O:6])[OH:7])[cH:8][cH:9][c:10]([O:13][CH2:15][c:16]2[cH:17][cH:18][cH:19][cH:20][cH:21]2)[c:11]1[CH3:12]. Starting materials: FC=1C=C(C(=O)OCC)C=CC1 (ethyl 3-fluorobenzoate), C(C)(CC)[Li] (s-Butyllithium), C(C1=CC=C(C=C1)OC)(=O)O (p-Anisic acid), CN(C)CCN(C)C (TMEDA), C1CCOC1 (THF). Reaction conditions: time 15 minute. Yields the product FC=1C=C(C(=O)C2=C(C(=O)O)C=C(C=C2)OC)C=CC1 (2-(3-Fluorobenzoyl)-5-methoxybenzoic acid). As a reaction SMILES: C([Li])(CC)C.[C:6]([OH:16])(=[O:15])[C:7]1[CH:12]=CC(OC)=C[CH:8]=1.CN(CCN(C)C)C.[F:25][C:26]1[CH:27]=[C:28]([CH:34]=[CH:35][CH:36]=1)[C:29]([O:31]CC)=O.[CH2:37]1[CH2:41][O:40][CH2:39][CH2:38]1>>[F:25][C:26]1[CH:27]=[C:28]([CH:34]=[CH:35][CH:36]=1)[C:29]([C:8]1[CH:38]=[CH:37][C:41]([O:40][CH3:39])=[CH:12][C:7]=1[C:6]([OH:16])=[O:15])=[O:31]. Procedure: s-Butyllithium (52 mL, 1.4 M in pentane, 72 mmol) was added at −78 C over 90 min. to a solution of p-Anisic acid (5 g, 33 mmol) and TMEDA (11 ml, 72 mmol) in THF (80 mL). After stirring for 15 min. ethyl 3-fluorobenzoate (5 mL, 40 mmol) was added in one portion. The reaction mixture was stirred for 15 min. then it was quenched with water (20 mL). The reaction mixture was then warmed to room temperature poured into water (1.5 L) 1N NaOH (30 ml) was added and the reaction mixture was then extracte...